This data is from the Open Reaction Database (ORD), a public repository of structured organic reaction records. The task is: describe an organic reaction: reactants, conditions, products, and yield The reactants are CC(C(C(=S)N)C1=NC=CC=C1)C (3-methyl-2-(2-pyridyl)thiobutanamide), N1CCCCC1 (piperidine), C=O (formaldehyde). Solvent: CO (methanol). Conditions: temperature -60 celsius, time 72 hour. Yields the product CC(C(C(=S)NCN1CCCCC1)C1=NC=CC=C1)C (3-methyl-N-piperidinomethyl-2-(2-pyridyl)thiobutanamide). As a reaction SMILES: [CH3:1][CH:2]([CH3:13])[CH:3]([C:7]1[CH:12]=[CH:11][CH:10]=[CH:9][N:8]=1)[C:4]([NH2:6])=[S:5].[NH:14]1[CH2:19][CH2:18][CH2:17][CH2:16][CH2:15]1.[CH2:20]=O>CO>[CH3:1][CH:2]([CH3:13])[CH:3]([C:7]1[CH:12]=[CH:11][CH:10]=[CH:9][N:8]=1)[C:4]([NH:6][CH2:20][N:14]1[CH2:19][CH2:18][CH2:17][CH2:16][CH2:15]1)=[S:5]. Procedure: A solution of 1.0 g. (0.005 mole) of 3-methyl-2-(2-pyridyl)thiobutanamide in 20 ml. of methanol is treated with 0.65 g. (0.0075 mole) of piperidine and then with 0.23 g. of formaldehyde. The mixture is kept for 72 hours at 25°C., then concentrated in vacuo at 25°C. The residue is suspended in water and then extracted into chloroform. The chloroform is evaporated from the extracts and the residue is dissolved in hexane and cooled to -60°C. on a dry ice bath. Upon warming to 25°C., the hexane solu... The reactants are Cn1nnc2ccc(C(Br)c3ccc(Cl)cc3)cc21, Br, Cc1ccccc1, c1c[nH]cn1. The product is Cn1nnc2ccc(C(c3ccc(Cl)cc3)n3ccnc3)cc21. RXN SMILES: [Br:2][CH:3]([c:4]1[cH:5][cH:6][c:7]2[c:8]([n:9]([CH3:12])[n:10][n:11]2)[cH:13]1)[c:14]1[cH:15][cH:16][c:17]([Cl:20])[cH:18][cH:19]1.[BrH:1].[CH3:26][c:27]1[cH:28][cH:29][cH:30][cH:31][cH:32]1.[nH:21]1[cH:22][n:23][cH:24][cH:25]1>>[CH:3]([c:4]1[cH:5][cH:6][c:7]2[c:8]([n:9]([CH3:12])[n:10][n:11]2)[cH:13]1)([c:14]1[cH:15][cH:16][c:17]([Cl:20])[cH:18][cH:19]1)[n:21]1[cH:22][n:23][cH:24][cH:25]1. Starting materials: C(C)OC(=O)C1=C(C=2C(=NC=CC2N1C)CC)NC1=C(C=C(C=C1)I)F (ethyl 3-(2-fluoro-4-iodo-phenylamino)-1-methyl-1H-pyrrolo[3,2-c]pyridine-2-carboxylic acid ethyl ester), [OH-].[Na+] (sodium hydroxide), C(=C)OCCON (O-(2-vinyloxy-ethyl)-hydroxylamine), CCN=C=NCCCN(C)C (EDCI), C=1C=CC2=C(C1)N=NN2O (HOBt), CCN(C(C)C)C(C)C (DIPEA). Solvent: C1CCOC1 (THF), CO (MeOH). Run at temperature 65 celsius, time 72 hour. Yields the product C(=C)OCCONC(=O)C1=C(C=2C=NC=CC2N1C)NC1=C(C=C(C=C1)I)F (3-(2-Fluoro-4-iodo-phenylamino)-1-methyl-1H-pyrrolo[3,2-c]pyridine-2-carboxylic acid (2-vinyloxy-ethoxy)-amide). Isolated yield 56.1%. RXN SMILES: C(O[C:4]([C:6]1[N:14]([CH3:15])[C:13]2[CH:12]=[CH:11][N:10]=[C:9](CC)[C:8]=2[C:7]=1[NH:18][C:19]1[CH:24]=[CH:23][C:22]([I:25])=[CH:21][C:20]=1[F:26])=[O:5])C.[OH-].[Na+].[CH:29]([O:31][CH2:32][CH2:33][O:34][NH2:35])=[CH2:30].CCN=C=NCCCN(C)C.C1C=CC2N(O)N=NC=2C=1.CCN(C(C)C)C(C)C>C1COCC1.CO>[CH:29]([O:31][CH2:32][CH2:33][O:34][NH:35][C:4]([C:6]1[N:14]([CH3:15])[C:13]2[CH:12]=[CH:11][N:10]=[CH:9][C:8]=2[C:7]=1[NH:18][C:19]1[CH:24]=[CH:23][C:22]([I:25])=[CH:21][C:20]=1[F:26])=[O:5])=[CH2:30] |f:1.2|. Procedure: A mixture of ethyl 3-(2-fluoro-4-iodo-phenylamino)-1-methyl-1H-pyrrolo[3,2-c]pyridine-2-carboxylic acid ethyl ester (100 mg, 0.23 mmol), 1N aqueous sodium hydroxide (0.25 ml) and MeOH (3.0 ml) was heated at 65° C. for 1.5 hours. The reaction mixture was concentrated and azeotroped with toluene (2×2 ml) to give a solid residue. The solid residue was dissolved in anhydrous THF (4 ml) and O-(2-vinyloxy-ethyl)-hydroxylamine (47 mg, 0.46 mmol), EDCI (55 mg, 0.29 mmol), HOBt (43 mg, 0.32 mmol) and DIP... Reactants: CCOC(=O)C(C)(C)C1(O)CCOCC1, CN(C)C=O, ClC(Cl)Cl, O=S(Cl)Cl. Product: CCOC(=O)C(C)(C)C1=CCOCC1. Reaction SMILES: [CH2:1]([CH3:2])[O:3][C:4]([C:5]([CH3:6])([CH3:7])[C:8]1([OH:14])[CH2:9][CH2:10][O:11][CH2:12][CH2:13]1)=[O:15].[CH3:20][N:21]([CH3:22])[CH:23]=[O:24].[CH:25]([Cl:26])([Cl:27])[Cl:28].[S:16]([Cl:17])([Cl:18])=[O:19]>>[CH2:1]([CH3:2])[O:3][C:4]([C:5]([CH3:6])([CH3:7])[C:8]1=[CH:9][CH2:10][O:11][CH2:12][CH2:13]1)=[O:15].